The task is: describe an organic reaction: reactants, conditions, products, and yield. This data is from the Open Reaction Database (ORD), a public repository of structured organic reaction records. Starting materials: NC(C1=CC=C(C=C1)NC(C1=NN(C(N1)=O)C1=NC=CC=N1)C1=C(C(=CC(=C1)OC)OCCO)F)=NC(C1=CC=CC=C1)=O (N-[1-amino-1-(4-{[[2-fluoro-3-(2-hydroxyethoxy)-5-methoxyphenyl]-(5-oxo-1-pyrimidin-2-yl-4,5-dihydro-1H-[1,2,4]triazol-3-yl)methyl]amino}phenyl)methylidene]benzamide), CN(C)C=O (DMF), C(O)([O-])=O.[K+] (potassium hydrogen carbonate), ClCOC(C(COCOC)(C)C)=O (3-methoxymethoxy-2,2-dimethylpropionic acid chloromethyl ester). The solvent is C(C)(=O)OCC (ethyl acetate). Conditions: temperature 60 celsius, time 14 hour. Product: NC(C1=CC=C(C=C1)NC(C=1N=C(N(N1)C1=NC=CC=N1)OCOC(C(COCOC)(C)C)=O)C1=C(C(=CC(=C1)OC)OCCO)F)=NC(C1=CC=CC=C1)=O (3-methoxymethoxy-2,2-dimethylpropionic acid 5-{[4-(amino[benzoylimino]methyl)phenylamino]-[2-fluoro-3-(2-hydroxyethoxy)-5-methoxyphenyl]methyl}-2-pyrimidin-2-yl-2H-[1,2,4]triazol-3-yloxymethyl ester). The yield is 25.8%. RXN SMILES: [NH2:1][C:2](=[N:36][C:37](=[O:44])[C:38]1[CH:43]=[CH:42][CH:41]=[CH:40][CH:39]=1)[C:3]1[CH:8]=[CH:7][C:6]([NH:9][CH:10]([C:23]2[CH:28]=[C:27]([O:29][CH3:30])[CH:26]=[C:25]([O:31][CH2:32][CH2:33][OH:34])[C:24]=2[F:35])[C:11]2[NH:15][C:14](=[O:16])[N:13]([C:17]3[N:22]=[CH:21][CH:20]=[CH:19][N:18]=3)[N:12]=2)=[CH:5][CH:4]=1.CN(C=O)C.C(=O)([O-])O.[K+].Cl[CH2:56][O:57][C:58](=[O:67])[C:59]([CH3:66])([CH3:65])[CH2:60][O:61][CH2:62][O:63][CH3:64]>C(OCC)(=O)C>[NH2:1][C:2](=[N:36][C:37](=[O:44])[C:38]1[CH:39]=[CH:40][CH:41]=[CH:42][CH:43]=1)[C:3]1[CH:8]=[CH:7][C:6]([NH:9][CH:10]([C:23]2[CH:28]=[C:27]([O:29][CH3:30])[CH:26]=[C:25]([O:31][CH2:32][CH2:33][OH:34])[C:24]=2[F:35])[C:11]2[N:15]=[C:14]([O:16][CH2:56][O:57][C:58](=[O:67])[C:59]([CH3:65])([CH3:66])[CH2:60][O:61][CH2:62][O:63][CH3:64])[N:13]([C:17]3[N:18]=[CH:19][CH:20]=[CH:21][N:22]=3)[N:12]=2)=[CH:5][CH:4]=1 |f:2.3|. Procedure: To a mixture of N-[1-amino-1-(4-{[[2-fluoro-3-(2-hydroxyethoxy)-5-methoxyphenyl]-(5-oxo-1-pyrimidin-2-yl-4,5-dihydro-1H-[1,2,4]triazol-3-yl)methyl]amino}phenyl)methylidene]benzamide (120 mg) and DMF (3 mL), potassium hydrogen carbonate (30 mg) and 3-methoxymethoxy-2,2-dimethylpropionic acid chloromethyl ester (54.8 mg) were sequentially added, and the resulting mixture was stirred at 60° C. for 14 hours. To the mixture, ethyl acetate (100 mL) was added. The resulting mixture was sequentially was...